From a dataset of the Open Reaction Database (ORD), a public repository of structured organic reaction records. describe an organic reaction: reactants, conditions, products, and yield Reactants: O=C([O-])[O-], CCOC(=O)c1ccc(-c2ccnc(Cl)n2)s1, CCOC(C)=O, [K+], [K+], Nc1cccnc1, C1COCCO1, O, [Pd]. Yields the product CCOC(=O)c1ccc(-c2ccnc(Nc3cccnc3)n2)s1. RXN SMILES: [C:1](=[O:2])([O-:3])[O-:4].[CH2:7]([CH3:8])[O:9][C:10](=[O:11])[c:12]1[s:13][c:14](-[c:17]2[n:18][c:19]([Cl:23])[n:20][cH:21][cH:22]2)[cH:15][cH:16]1.[CH3:37][CH2:38][O:39][C:40]([CH3:41])=[O:42].[K+:5].[K+:6].[NH2:24][c:25]1[cH:26][n:27][cH:28][cH:29][cH:30]1.[O:31]1[CH2:32][CH2:33][O:34][CH2:35][CH2:36]1.[OH2:43].[Pd:44]>>[CH2:7]([CH3:8])[O:9][C:10](=[O:11])[c:12]1[s:13][c:14](-[c:17]2[n:18][c:19]([NH:24][c:25]3[cH:26][n:27][cH:28][cH:29][cH:30]3)[n:20][cH:21][cH:22]2)[cH:15][cH:16]1. Reactants: C([O-])([O-])=O.[K+].[K+] (potassium carbonate), OCC(C=C)OC1=CC=CC=C1 (1-Hydroxy-2-phenoxy-3-butene), ester, OCC(C=C)OC1=CC=CC=C1 (1-Hydroxy-2-phenoxy-3-butene). The solvent is CO (methanol), CO (CH3OH). Reaction conditions: time 8 hour. Yields the product OCC(C=C)OC(C)(C)C (1-Hydroxy-2-tert-butoxy-3-butene). RXN SMILES: [C:1](=O)([O-])[O-].[K+].[K+].[OH:7][CH2:8][CH:9]([O:12][C:13]1[CH:18]=CC=C[CH:14]=1)[CH:10]=[CH2:11]>CO>[OH:7][CH2:8][CH:9]([O:12][C:13]([CH3:14])([CH3:18])[CH3:1])[CH:10]=[CH2:11] |f:0.1.2|. Procedure: This half-ester R-3k (104 mg; 0.4 mmol) was dissolved in methanol (5 mL) and treated with potassium carbonate (110 mg; 0.8 mmol; 2 equiv.) and stirred overnight to completely consume 3k (tlc analysis). The reaction mixture was diluted with water (25 mL) and ether (25 mL) and the layers were separated. The aqueous layer was extracted with ether (2×15 mL). The combined organic solution was dried (MgSO4) and concentrated to afford 62 mg (94%) of R-1k. All achiral properties of 1k are as reported ab... Starting materials: [I-].C(C1=CC=CC=C1)N1C(=[N+](C=C1)C1=C2N=CN(C2=NC(=N1)Cl)[C@H]1C[C@H](OC(=O)C2=CC=C(C=C2)C)[C@H](O1)COC(=O)C1=CC=C(C=C1)C)CCC (3-benzyl-1-{2-chloro-9-[2-deoxy-3,5-di-O-(p-toluoyl)-β-D-erythro-pentofuranosyl]purin-6-yl}-2-propylimidazolium iodide), N.CO (NH3 MeOH). Run in O.CO (H2O MeOH). Yields the product NC1=C2N=CN(C2=NC(=N1)Cl)[C@H]1C[C@H](O)[C@H](O1)CO (6-amino-2-chloro-9-(2-deoxy-β-D-erythro-pentofuranosyl)purine). Yield: 108.9%. RXN SMILES: [I-].C(N1C=C[N+:11]([C:14]2[N:22]=[C:21]([Cl:23])[N:20]=[C:19]3[C:15]=2[N:16]=[CH:17][N:18]3[C@@H:24]2[O:38][C@H:37]([CH2:39][O:40]C(C3C=CC(C)=CC=3)=O)[C@@H:26]([O:27]C(C3C=CC(C)=CC=3)=O)[CH2:25]2)=C1CCC)C1C=CC=CC=1.N.CO>O.CO>[NH2:11][C:14]1[N:22]=[C:21]([Cl:23])[N:20]=[C:19]2[C:15]=1[N:16]=[CH:17][N:18]2[C@@H:24]1[O:38][C@H:37]([CH2:39][OH:40])[C@@H:26]([OH:27])[CH2:25]1 |f:0.1,2.3,4.5|. Reported procedure: Treatment of 3-benzyl-1-{2-chloro-9-[2-deoxy-3,5-di-O-(p-toluoyl)-β-D-erythro-pentofuranosyl]purin-6-yl}-2-propylimidazolium iodide (0.83 g, crude) with NH3/MeOH (26%, 50 mL) at 60° C. followed by ion exchange chromatography (Dowex 1×2 [OH−], H2O/MeOH) by method 3 gave cladribine (0.31 g, quantitative). Recrystallization from EtOH gave a white solid (0.153 g, 54%), and the residue from the mother liquor was recrystallized from H2O to give a second crop (0.015 g, 59% total): mp>300° C.; UV (MeOH)...